This data is from the Open Reaction Database (ORD), a public repository of structured organic reaction records. The task is: describe an organic reaction: reactants, conditions, products, and yield Starting materials: ClCC1CCN(Cc2ccccc2)C1, CS(C)=O, N#C[Na], O. Yields the product N#CCC1CCN(Cc2ccccc2)C1. As a reaction SMILES: [CH2:1]([c:2]1[cH:3][cH:4][cH:5][cH:6][cH:7]1)[N:8]1[CH2:9][CH:10]([CH2:13][Cl:14])[CH2:11][CH2:12]1.[CH3:19][S:20](=[O:21])[CH3:22].[Na:15][C:16]#[N:17].[OH2:18]>>[CH2:1]([c:2]1[cH:3][cH:4][cH:5][cH:6][cH:7]1)[N:8]1[CH2:9][CH:10]([CH2:13][C:16]#[N:17])[CH2:11][CH2:12]1. The reactants are [Si]([O-])([O-])([O-])[O-].[K+].[K+].[K+].[K+] (potassium silicate), OO (hydrogen peroxide), SiO2, [OH-].[K+] (potassium hydroxide), O=[Sb]O[Sb]=O (antimony trioxide). The solvent is O (water). The product is [Sb]([O-])(O)(O)=O.[Si](O)(O)(O)O.[K+] (potassium silicate antimonate). As a reaction SMILES: [Si:1]([O-:5])([O-:4])([O-:3])[O-:2].[K+:6].[K+].[K+].[K+].[OH-:10].[K+].O=[Sb][O:14][Sb:15]=[O:16].[OH:17]O>O>[Sb:15](=[O:16])([OH:17])([OH:10])[O-:14].[Si:1]([OH:5])([OH:4])([OH:3])[OH:2].[K+:6] |f:0.1.2.3.4,5.6,10.11.12|. Procedure: With 330.0 kg of pure water, 35.6 kg of an aqueous potassium silicate solution (a SiO2 content of 19.9% by mass, manufactured by Nissan Chemical Industries, Ltd.) was diluted, and then 18.1 kg of a 48% potassium hydroxide aqueous solution and 3.2 kg of antimony trioxide (manufactured by Mikuni Smelting & Refining Co., Ltd.) were added. To the mixture, 2.2 kg of 35% by mass of aqueous hydrogen peroxide was added with stirring, and the whole was reacted at 93° C. for 1 hour to obtain an aqueous so... Starting materials: C(C)C=C(C(=O)OOC1=CC=CC=C1)C (phenoxy ethylmethacrylate), C(C(=C)C)(=O)O (methacrylic acid), C(C(=C)C)(=O)OC (methyl methacrylate). Reagents/catalysts: N(=NC(C(=O)OC)(C)C)C(C(=O)OC)(C)C (dimethyl 2,2′-azobisisobutyrate), N(=NC(C(=O)OC)(C)C)C(C(=O)OC)(C)C (dimethyl 2,2′-azobisisobutyrate). The solvent is C(C)C(=O)C (methyl ethyl ketone), C(C)C(=O)C (methyl ethyl ketone), C(C)C(=O)C (methyl ethyl ketone). Conditions: temperature 72 celsius. Yields the product C(C)C=C(C(=O)OOC1=CC=CC=C1)C.COC(C(=C)C)=O.C(C(=C)C)(=O)[O-] (phenoxy ethylmethacrylate methylmethacrylate methacrylate). Isolated yield 163.3%. As a reaction SMILES: [CH2:1]([CH:3]=[C:4]([CH3:15])[C:5]([O:7][O:8][C:9]1[CH:14]=[CH:13][CH:12]=[CH:11][CH:10]=1)=[O:6])[CH3:2].[C:16]([OH:21])(=[O:20])[C:17]([CH3:19])=[CH2:18].[C:22]([O:27][CH3:28])(=[O:26])[C:23]([CH3:25])=[CH2:24]>C(C(C)=O)C.N(C(C)(C)C(OC)=O)=NC(C)(C)C(OC)=O>[CH2:1]([CH:3]=[C:4]([CH3:15])[C:5]([O:7][O:8][C:9]1[CH:10]=[CH:11][CH:12]=[CH:13][CH:14]=1)=[O:6])[CH3:2].[CH3:28][O:27][C:22](=[O:26])[C:23]([CH3:25])=[CH2:24].[C:16]([O-:21])(=[O:20])[C:17]([CH3:19])=[CH2:18] |f:5.6.7|. Reported procedure: (Synthesis of Water-Insoluble Polymer Dispersant P-1) 88 g of methyl ethyl ketone was added to a 1000 ml three-necked flask equipped with an agitator and a condenser, and was heated to 72° C. under a nitrogen atmosphere. To this, a solution of 0.85 g of dimethyl 2,2′-azobisisobutyrate, 50 g of phenoxy ethylmethacrylate, 13 g of methacrylic acid and 37 g of methyl methacrylate dissolved in 50 g of methyl ethyl ketone was added dropwise over 3 hours. Once the dropwise addition was completed, the m...